Task: describe an organic reaction: reactants, conditions, products, and yield. Dataset: the Open Reaction Database (ORD), a public repository of structured organic reaction records Starting materials: CCCC(CO)CO, Cc1ccccc1, O=CCCc1cc(Cl)cc(Cl)c1, O, Cc1ccc(S(=O)(=O)O)cc1. Product: CCCC1COC(CCc2cc(Cl)cc(Cl)c2)OC1. As a reaction SMILES: [CH2:1]([CH2:2][CH3:3])[CH:4]([CH2:5][OH:6])[CH2:7][OH:8].[CH3:32][c:33]1[cH:34][cH:35][cH:36][cH:37][cH:38]1.[Cl:9][c:10]1[cH:11][c:12]([CH2:17][CH2:18][CH:19]=[O:20])[cH:13][c:14]([Cl:16])[cH:15]1.[OH2:39].[c:21]1([CH3:22])[cH:23][cH:24][c:25]([S:26]([OH:27])(=[O:28])=[O:29])[cH:30][cH:31]1>>[CH2:1]([CH2:2][CH3:3])[CH:4]1[CH2:5][O:6][CH:19]([CH2:18][CH2:17][c:12]2[cH:11][c:10]([Cl:9])[cH:15][c:14]([Cl:16])[cH:13]2)[O:8][CH2:7]1. Starting materials: Cl (hydrochloric acid), C(CCCCCCC)[Mg]Br (C8H17MgBr), CCOCC (ether), BrC=1C=C2C=CC(=C(C2=CC1)C1=C(C=CC2=CC(=CC=C12)Br)OC)OC (6,6'-dibromo-2,2'-dimethoxy-1,1'-binaphthyl), dichloro[1,3-bis(diphenylphosphine)propane]nickel. The solvent is ClCCl (dichloromethane). The product is C(CCCCCCC)C=1C=C2C=CC(=C(C2=CC1)C1=C(C=CC2=CC(=CC=C12)CCCCCCCC)OC)OC (6,6'-dioctyl-2,2'-dimethoxy-1,1'-binaphthyl). Isolated yield 72.0%. As a reaction SMILES: [CH2:1]([Mg]Br)[CH2:2][CH2:3][CH2:4][CH2:5][CH2:6][CH2:7][CH3:8].CCO[CH2:14][CH3:15].Br[C:17]1[CH:18]=[C:19]2[C:24](=[CH:25][CH:26]=1)[C:23]([C:27]1[C:36]3[C:31](=[CH:32][C:33](Br)=[CH:34][CH:35]=3)[CH:30]=[CH:29][C:28]=1[O:38][CH3:39])=[C:22]([O:40][CH3:41])[CH:21]=[CH:20]2.Cl>ClCCl>[CH2:1]([C:17]1[CH:18]=[C:19]2[C:24](=[CH:25][CH:26]=1)[C:23]([C:27]1[C:36]3[C:31](=[CH:32][C:33]([CH2:1][CH2:2][CH2:3][CH2:4][CH2:5][CH2:6][CH2:14][CH3:15])=[CH:34][CH:35]=3)[CH:30]=[CH:29][C:28]=1[O:38][CH3:39])=[C:22]([O:40][CH3:41])[CH:21]=[CH:20]2)[CH2:2][CH2:3][CH2:4][CH2:5][CH2:6][CH2:7][CH3:8]. Procedure: 63 mmol (100 ml of ether solution) of C8H17MgBr were added in a nitrogen atmosphere to a ether solution (150 ml) containing 10 g of Compound 1 and 1.25 g of dichloro[1,3-bis(diphenylphosphine)propane]nickel, and refluxed for 20 hours. After cooling down, 800 ml each of dichloromethane and 1M hydrochloric acid were added to obtain an oily reaction product by extraction. By purifying the above reaction product with column chromatography (silica gel, petroleum ether/ethyl ether), 8.1 g of pure 6,6'... The reactants are CS(=O)(=O)C=1C=CC2=C(CCC=3C(=NC=CC3)C2(O)C2CCN(CC2)C)C1 (8-methylsulfonyl-6,11-dihydro-11-(1-methyl-4-piperidyl)-5H-benzo[5,6]cyclohepta[1,2-b]pyridin-11-ol), mixed solution, OS(=O)(=O)O (H2SO4), C(F)(F)(F)S(=O)(=O)O (CF3SO3H), resultant mixture, [OH-].[Na+] (sodium hydroxide), ice water. Yields the product CS(=O)(=O)C=1C=CC2=C(CCC=3C(=NC=CC3)C2=C2CCN(CC2)C)C1 (8-Methylsulfonyl-11-(1-methyl-4-piperidylidene)-6,11-dihydro-5H-benzo[5,6]cyclohepta[1,2-b]pyridine). Isolated yield 74.0%. RXN SMILES: [CH3:1][S:2]([C:5]1[CH:6]=[CH:7][C:8]2[C:18]([CH:20]3[CH2:25][CH2:24][N:23]([CH3:26])[CH2:22][CH2:21]3)(O)[C:13]3=[N:14][CH:15]=[CH:16][CH:17]=[C:12]3[CH2:11][CH2:10][C:9]=2[CH:27]=1)(=[O:4])=[O:3].OS(O)(=O)=O.C(S(O)(=O)=O)(F)(F)F.[OH-].[Na+]>>[CH3:1][S:2]([C:5]1[CH:6]=[CH:7][C:8]2[C:18](=[C:20]3[CH2:25][CH2:24][N:23]([CH3:26])[CH2:22][CH2:21]3)[C:13]3=[N:14][CH:15]=[CH:16][CH:17]=[C:12]3[CH2:11][CH2:10][C:9]=2[CH:27]=1)(=[O:3])=[O:4] |f:3.4|. Procedure details: To 1.35 g of 8-methylsulfonyl-6,11-dihydro-11-(1-methyl-4-piperidyl)-5H-benzo[5,6]cyclohepta[1,2-b]pyridin-11-ol, 24 ml of a mixed solution of conc. H2SO4 and CF3SO3H (2:1) were added. The resultant mixture was stirred at 50° C. for 5 hours. After the reaction, the reaction mixture was poured into ice water, basified with a 20% sodium hydroxide solution and then extracted with methylene chloride. The extract was washed with a saturated aqueous solution of sodium chloride, dried over anhydrous Mg... Reactants: FC1=CC=C(C=C1)C1=NOC(=C1COC=1C=C(N(N1)C)C(=O)O)C (5-[3-(4-fluoro-phenyl)-5-methyl-isoxazol-4-ylmethoxy]-2-methyl-2H-pyrazole-3-carboxylic acid), CC1(COC1)N (3-methyl-3-oxetanamine). Yields the product CC1(COC1)NC(=O)C=1N(N=C(C1)OCC=1C(=NOC1C)C1=CC=C(C=C1)F)C (5-[3-(4-Fluoro-phenyl)-5-methyl-isoxazol-4-ylmethoxy]-2-methyl-2H-pyrazole-3-carboxylic acid (3-methyl-oxetan-3-yl)-amide). Yield: 90.0%. RXN SMILES: [F:1][C:2]1[CH:7]=[CH:6][C:5]([C:8]2[C:12]([CH2:13][O:14][C:15]3[CH:16]=[C:17]([C:21](O)=[O:22])[N:18]([CH3:20])[N:19]=3)=[C:11]([CH3:24])[O:10][N:9]=2)=[CH:4][CH:3]=1.[CH3:25][C:26]1([NH2:30])[CH2:29][O:28][CH2:27]1>>[CH3:25][C:26]1([NH:30][C:21]([C:17]2[N:18]([CH3:20])[N:19]=[C:15]([O:14][CH2:13][C:12]3[C:8]([C:5]4[CH:4]=[CH:3][C:2]([F:1])=[CH:7][CH:6]=4)=[N:9][O:10][C:11]=3[CH3:24])[CH:16]=2)=[O:22])[CH2:29][O:28][CH2:27]1. Procedure: As described for example 55, 5-[3-(4-fluoro-phenyl)-5-methyl-isoxazol-4-ylmethoxy]-2-methyl-2H-pyrazole-3-carboxylic acid (100 mg, 0.3 mmol) was converted, using 3-methyl-3-oxetanamine instead of 2-amino-2-methyl-1-propanol, to the title compound (109 mg, 90%), which was obtained as a white solid. MS: m/e=401.2 [M+H]+.